From a dataset of the Open Reaction Database (ORD), a public repository of structured organic reaction records. describe an organic reaction: reactants, conditions, products, and yield Starting materials: [BH3-]C#N, N#Cc1nc(NCC2CCC3(CC2)CC3)c(C(=O)NCc2ccccc2)c(OCCC2CCNCC2)n1, C=O, C1CCOC1, [Na+]. The product is CN1CCC(CCOc2nc(C#N)nc(NCC3CCC4(CC3)CC4)c2C(=O)NCc2ccccc2)CC1. Reaction SMILES: [C:40]([BH3-:41])#[N:42].[CH2:1]([c:2]1[cH:3][cH:4][cH:5][cH:6][cH:7]1)[NH:8][C:9](=[O:10])[c:11]1[c:12]([O:29][CH2:30][CH2:31][CH:32]2[CH2:33][CH2:34][NH:35][CH2:36][CH2:37]2)[n:13][c:14]([C:27]#[N:28])[n:15][c:16]1[NH:17][CH2:18][CH:19]1[CH2:20][CH2:21][C:22]2([CH2:23][CH2:24]2)[CH2:25][CH2:26]1.[CH2:38]=[O:39].[CH2:44]1[O:45][CH2:46][CH2:47][CH2:48]1.[Na+:43]>>[CH2:1]([c:2]1[cH:3][cH:4][cH:5][cH:6][cH:7]1)[NH:8][C:9](=[O:10])[c:11]1[c:12]([O:29][CH2:30][CH2:31][CH:32]2[CH2:33][CH2:34][N:35]([CH3:40])[CH2:36][CH2:37]2)[n:13][c:14]([C:27]#[N:28])[n:15][c:16]1[NH:17][CH2:18][CH:19]1[CH2:20][CH2:21][C:22]2([CH2:23][CH2:24]2)[CH2:25][CH2:26]1.